This data is from the Open Reaction Database (ORD), a public repository of structured organic reaction records. The task is: describe an organic reaction: reactants, conditions, products, and yield The reactants are CCCC(=O)c1cnc2c(OCCCSC)cccc2c1Cl, COc1ccccc1N, Cc1ccccc1. Yields the product CCCC(=O)c1cnc2c(OCCCSC)cccc2c1Nc1ccccc1OC. As a reaction SMILES: [C:1]([CH2:2][CH2:3][CH3:4])(=[O:5])[c:6]1[cH:7][n:8][c:9]2[c:10]([O:17][CH2:18][CH2:19][CH2:20][S:21][CH3:22])[cH:11][cH:12][cH:13][c:14]2[c:15]1[Cl:16].[CH3:23][O:24][c:25]1[c:26]([NH2:27])[cH:28][cH:29][cH:30][cH:31]1.[CH3:32][c:33]1[cH:34][cH:35][cH:36][cH:37][cH:38]1>>[C:1]([CH2:2][CH2:3][CH3:4])(=[O:5])[c:6]1[cH:7][n:8][c:9]2[c:10]([O:17][CH2:18][CH2:19][CH2:20][S:21][CH3:22])[cH:11][cH:12][cH:13][c:14]2[c:15]1[NH:27][c:26]1[c:25]([O:24][CH3:23])[cH:31][cH:30][cH:29][cH:28]1. Reactants: ClC1=C2C(=NC(=N1)C1=C(C=CC=C1)F)N(N=C2C)C (4-Chloro-6-(2-fluoro-phenyl)-1,3-dimethyl-1H-pyrazolo[3,4-d]pyrimidine), NC1=CC=NC=C1 (4-aminopyridine). Reagents/catalysts: Cl.O1CCOCC1 (HCl dioxane). Solvent: C(C)(C)O (isopropanol). Conditions: temperature 80 celsius. Product: FC1=C(C=CC=C1)C1=NC(=C2C(=N1)N(N=C2C)C)NC2=CC=NC=C2 ([6-(2-Fluoro-phenyl)-1,3-dimethyl-1H-pyrazolo[3,4-d]pyrimidin-4-yl]-pyridin-4-yl-amine). Isolated yield 81.0%. As a reaction SMILES: Cl[C:2]1[N:7]=[C:6]([C:8]2[CH:13]=[CH:12][CH:11]=[CH:10][C:9]=2[F:14])[N:5]=[C:4]2[N:15]([CH3:19])[N:16]=[C:17]([CH3:18])[C:3]=12.[NH2:20][C:21]1[CH:26]=[CH:25][N:24]=[CH:23][CH:22]=1>C(O)(C)C.Cl.O1CCOCC1>[F:14][C:9]1[CH:10]=[CH:11][CH:12]=[CH:13][C:8]=1[C:6]1[N:5]=[C:4]2[N:15]([CH3:19])[N:16]=[C:17]([CH3:18])[C:3]2=[C:2]([NH:20][C:21]2[CH:26]=[CH:25][N:24]=[CH:23][CH:22]=2)[N:7]=1 |f:3.4|. Procedure: 4-Chloro-6-(2-fluoro-phenyl)-1,3-dimethyl-1H-pyrazolo[3,4-d]pyrimidine (84 mg, 0.304 mmole) and 4-aminopyridine (57 mg, 0.608 mmole) were combined in 4 ml isopropanol, 3 drops 4M HCl/dioxane were added and the reaction mixture heated to 80° C. for 5 hours. The reaction mixture was cooled and the product was filtered to obtain 83 mg after vacuum drying (yield: 81%). As a reaction SMILES: [F:1][c:2]1[cH:3][cH:4][c:5]([CH2:6][Br:7])[cH:8][cH:9]1.[H-:17].[NH:10]1[C:11](=[O:16])[CH2:12][CH2:13][CH2:14][CH2:15]1.[Na+:18].[O:19]=[CH:20][N:21]([CH3:22])[CH3:23]>>[F:1][c:2]1[cH:3][cH:4][c:5]([CH2:6][N:10]2[C:11](=[O:16])[CH2:12][CH2:13][CH2:14][CH2:15]2)[cH:8][cH:9]1. Yields the product O=C1CCCCN1Cc1ccc(F)cc1. Starting materials: Fc1ccc(CBr)cc1, [H-], O=C1CCCCN1, [Na+], CN(C)C=O. The reactants are O=C([O-])O, Cc1cncc(N)c1, O=C(OC(Cl)(Cl)Cl)OC(Cl)(Cl)Cl, ClCCl, CC(Nc1cncc(Cl)n1)c1cccc(N)c1, [Na+]. The product is Cc1cncc(NC(=O)Nc2cccc(C(C)Nc3cncc(Cl)n3)c2)c1. RXN SMILES: [C:18]([O-:19])([OH:20])=[O:21].[CH3:35][c:36]1[cH:37][c:38]([NH2:42])[cH:39][n:40][cH:41]1.[Cl:23][C:24]([Cl:25])([O:26][C:27](=[O:28])[O:29][C:30]([Cl:31])([Cl:32])[Cl:33])[Cl:34].[Cl:43][CH2:44][Cl:45].[NH2:1][c:2]1[cH:3][c:4]([CH:8]([CH3:9])[NH:10][c:11]2[n:12][c:13]([Cl:17])[cH:14][n:15][cH:16]2)[cH:5][cH:6][cH:7]1.[Na+:22]>>[NH:1]([c:2]1[cH:3][c:4]([CH:8]([CH3:9])[NH:10][c:11]2[n:12][c:13]([Cl:17])[cH:14][n:15][cH:16]2)[cH:5][cH:6][cH:7]1)[C:18](=[O:21])[NH:42][c:38]1[cH:37][c:36]([CH3:35])[cH:41][n:40][cH:39]1. The reactants are Fc1ccc(Br)cc1F, Cl[Pd]Cl, Ic1ccc(C2OCCO2)cc1, [Mg], C1CCOC1, c1ccc([PH](CCC[PH](c2ccccc2)(c2ccccc2)c2ccccc2)(c2ccccc2)c2ccccc2)cc1. Product: Fc1ccc(-c2ccc(C3OCCO3)cc2)cc1F. RXN SMILES: [Br:2][c:3]1[cH:4][c:5]([F:10])[c:6]([F:9])[cH:7][cH:8]1.[Cl:64][Pd:65][Cl:66].[I:11][c:12]1[cH:13][cH:14][c:15]([CH:18]2[O:19][CH2:20][CH2:21][O:22]2)[cH:16][cH:17]1.[Mg:1].[O:67]1[CH2:68][CH2:69][CH2:70][CH2:71]1.[c:23]1([PH:24]([c:25]2[cH:26][cH:27][cH:28][cH:29][cH:30]2)([c:31]2[cH:32][cH:33][cH:34][cH:35][cH:36]2)[CH2:37][CH2:38][CH2:39][PH:40]([c:41]2[cH:42][cH:43][cH:44][cH:45][cH:46]2)([c:47]2[cH:48][cH:49][cH:50][cH:51][cH:52]2)[c:53]2[cH:54][cH:55][cH:56][cH:57][cH:58]2)[cH:59][cH:60][cH:61][cH:62][cH:63]1>>[c:3]1(-[c:12]2[cH:13][cH:14][c:15]([CH:18]3[O:19][CH2:20][CH2:21][O:22]3)[cH:16][cH:17]2)[cH:4][c:5]([F:10])[c:6]([F:9])[cH:7][cH:8]1. The reactants are C(C)OC(=O)C1(CCCC1)C1=CC(=C(C(=C1)OCC(F)(F)F)C1=CC=C(C=C1)C(F)(F)F)Cl (Ethyl-1-(2-chloro-6-(2,2,2-trifluoroethoxy)-4′-(trifluoromethyl)biphenyl-4-yl)cyclopentane carboxylate), [Li+].[OH-] (LiOH). Solvent: CO.C1CCOC1.O (MeOH THF H2O). Run at time 5 hour. The product is ClC1=C(C(=CC(=C1)C1(CCCC1)C(=O)O)OCC(F)(F)F)C1=CC=C(C=C1)C(F)(F)F (1-(2-chloro-6-(2,2,2-trifluoroethoxy)-4′-(trifluoromethyl)biphenyl-4-yl)cyclopentanecarboxylic acid). Yield: 73.6%. Reaction SMILES: C([O:3][C:4]([C:6]1([C:11]2[CH:16]=[C:15]([O:17][CH2:18][C:19]([F:22])([F:21])[F:20])[C:14]([C:23]3[CH:28]=[CH:27][C:26]([C:29]([F:32])([F:31])[F:30])=[CH:25][CH:24]=3)=[C:13]([Cl:33])[CH:12]=2)[CH2:10][CH2:9][CH2:8][CH2:7]1)=[O:5])C.[Li+].[OH-]>CO.C1COCC1.O>[Cl:33][C:13]1[CH:12]=[C:11]([C:6]2([C:4]([OH:5])=[O:3])[CH2:7][CH2:8][CH2:9][CH2:10]2)[CH:16]=[C:15]([O:17][CH2:18][C:19]([F:21])([F:22])[F:20])[C:14]=1[C:23]1[CH:24]=[CH:25][C:26]([C:29]([F:30])([F:31])[F:32])=[CH:27][CH:28]=1 |f:1.2,3.4.5|. Reported procedure: Ethyl-1-(2-chloro-6-(2,2,2-trifluoroethoxy)-4′-(trifluoromethyl)biphenyl-4-yl)cyclopentane carboxylate (0.32 g, 0.64 mmol) was dissolved in 25 mL of MeOH/THF/H2O (10:10:5, vvl), LiOH (0.163 g, 3.88 mmol) was added. The reaction mixture was stirred for 5 h at room temperature and concentrated under reduced pressure. Water (10 mL) was added and the reaction mixture was extracted with EtOAc (3×10 mL). The combined organic phases were dried over Na2SO4, filtered and evaporated under reduced pressure... Reactants: ClCCl, CC(=O)[O-], CCOCC, O=[N+]([O-])c1cccc(-c2cc(CCCO)on2)c1, [Na+], O=[Cr](=O)([O-])Cl, c1cc[nH+]cc1. The product is O=CCCc1cc(-c2cccc([N+](=O)[O-])c2)no1. As a reaction SMILES: [CH2:40]([Cl:41])[Cl:42].[CH3:20][C:21](=[O:22])[O-:23].[CH3:35][CH2:36][O:37][CH2:38][CH3:39].[N+:1](=[O:2])([O-:3])[c:4]1[cH:5][c:6](-[c:10]2[n:11][o:12][c:13]([CH2:15][CH2:16][CH2:17][OH:18])[cH:14]2)[cH:7][cH:8][cH:9]1.[Na+:19].[O:24]=[Cr:25]([Cl:26])([O-:27])=[O:28].[nH+:29]1[cH:30][cH:31][cH:32][cH:33][cH:34]1>>[N+:1](=[O:2])([O-:3])[c:4]1[cH:5][c:6](-[c:10]2[n:11][o:12][c:13]([CH2:15][CH2:16][CH:17]=[O:18])[cH:14]2)[cH:7][cH:8][cH:9]1. Reactants: Cn1cc(C(=O)CCl)cc1C(=O)c1ccc([N+](=O)[O-])cc1, c1cnc(N2CCNCC2)nc1. Yields the product Cn1cc(C(=O)CN2CCN(c3ncccn3)CC2)cc1C(=O)c1ccc([N+](=O)[O-])cc1. As a reaction SMILES: [Cl:13][CH2:14][C:15](=[O:16])[c:17]1[cH:18][n:19]([CH3:33])[c:20]([C:22]([c:23]2[cH:24][cH:25][c:26]([N+:29](=[O:30])[O-:31])[cH:27][cH:28]2)=[O:32])[cH:21]1.[n:1]1[c:2]([N:7]2[CH2:8][CH2:9][NH:10][CH2:11][CH2:12]2)[n:3][cH:4][cH:5][cH:6]1>>[n:1]1[c:2]([N:7]2[CH2:8][CH2:9][N:10]([CH2:14][C:15](=[O:16])[c:17]3[cH:18][n:19]([CH3:33])[c:20]([C:22]([c:23]4[cH:24][cH:25][c:26]([N+:29](=[O:30])[O-:31])[cH:27][cH:28]4)=[O:32])[cH:21]3)[CH2:11][CH2:12]2)[n:3][cH:4][cH:5][cH:6]1.